This data is from the Open Reaction Database (ORD), a public repository of structured organic reaction records. The task is: describe an organic reaction: reactants, conditions, products, and yield Reactants: 19.3, C1(=CC=CC=C1)C(C#N)C=1C=NC=CC1 (α-phenyl-3-pyridylacetonitrile), C1=CC=CC=C1 (benzene), amide, C(CCl)Cl (ethylene dichloride). Run at time 1 hour. The product is C1(=CC=CC=C1)C(C#N)(CCCl)C=1C=NC=CC1 (2-phenyl-2-(3-pyridyl)-4-chlorobutyronitrile). Reaction SMILES: [C:1]1([CH:7]([C:10]2[CH:11]=[N:12][CH:13]=[CH:14][CH:15]=2)[C:8]#[N:9])[CH:6]=[CH:5][CH:4]=[CH:3][CH:2]=1.C1C=CC=CC=1.[CH2:22](Cl)[CH2:23][Cl:24]>>[C:1]1([C:7]([C:10]2[CH:11]=[N:12][CH:13]=[CH:14][CH:15]=2)([CH2:22][CH2:23][Cl:24])[C:8]#[N:9])[CH:2]=[CH:3][CH:4]=[CH:5][CH:6]=1. Reported procedure: A solution of 19.3 parts of α-phenyl-3-pyridylacetonitrile in 140 parts by volume of dry benzene is treated with 4 parts of soda amide and the mixture is refluxed with stirring for 1 hour. The mixture is cooled to room temperature and ethylene dichloride 17.2 parts is added. The mixture is stirred and refluxed for 4 hours, cooled, washed with water and dried. Removal of solvent and isolation provides 2-phenyl-2-(3-pyridyl)-4-chlorobutyronitrile. Following the procedure set out in Example 9, 8.9 ... The reactants are C(C)(C)(C)NC(=O)C1=CN(C=2C1=NC(=CN2)C2=NN(C1=CC(=CC=C21)F)CCCS(=O)(=O)C)C(C2=CC=CC=C2)(C2=CC=CC=C2)C2=CC=CC=C2 (N-tert-butyl-2-(6-fluoro-1-(3-(methylsulfonyl)propyl)-1H-indazol-3-yl)-5-trityl-5H-pyrrolo[3,2-b]pyrazine-7-carboxamide), FC(C(=O)O)(F)F (trifluoroacetic acid). Solvent: ClCCl (dichloromethane). Reaction SMILES: [C:1]([NH:5][C:6]([C:8]1[C:12]2=[N:13][C:14]([C:17]3[C:25]4[C:20](=[CH:21][C:22]([F:26])=[CH:23][CH:24]=4)[N:19]([CH2:27][CH2:28][CH2:29][S:30]([CH3:33])(=[O:32])=[O:31])[N:18]=3)=[CH:15][N:16]=[C:11]2[N:10](C(C2C=CC=CC=2)(C2C=CC=CC=2)C2C=CC=CC=2)[CH:9]=1)=[O:7])([CH3:4])([CH3:3])[CH3:2].FC(F)(F)C(O)=O>ClCCl>[C:1]([NH:5][C:6]([C:8]1[C:12]2=[N:13][C:14]([C:17]3[C:25]4[C:20](=[CH:21][C:22]([F:26])=[CH:23][CH:24]=4)[N:19]([CH2:27][CH2:28][CH2:29][S:30]([CH3:33])(=[O:31])=[O:32])[N:18]=3)=[CH:15][N:16]=[C:11]2[NH:10][CH:9]=1)=[O:7])([CH3:3])([CH3:4])[CH3:2]. Procedure: To a stirred solution of N-tert-butyl-2-(6-fluoro-1-(3-(methylsulfonyl)propyl)-1H-indazol-3-yl)-5-trityl-5H-pyrrolo[3,2-b]pyrazine-7-carboxamide (55 mg, 0.077 mmol) in dichloromethane (2 mL) was added drop-wise trifluoroacetic acid (2 mL) at room temperature and the reaction mixture was stirred for 2 hours. The solvent was removed under reduced pressure. The residue was triturated with MeOH then decanted and dried and dried to give N-tert-butyl-2-(6-fluoro-1-(3-(methylsulfonyl)propyl)-1H-indazol... Run at time 2 hour. Yields the product C(C)(C)(C)NC(=O)C1=CNC=2C1=NC(=CN2)C2=NN(C1=CC(=CC=C21)F)CCCS(=O)(=O)C (N-tert-butyl-2-(6-fluoro-1-(3-(methylsulfonyl)propyl)-1H-indazol-3-yl)-5H-pyrrolo[3,2-b]pyrazine-7-carboxamide). Yield: 71.5%. The reactants are COCCBr, O=C([O-])[O-], CCCCc1nc(C)n(-c2cccc(O)c2)c(=O)c1Cc1ccc(-c2ccccc2C#N)cc1, CCOC(C)=O, CN(C)C=O, [Cs+], [Cs+], O. Yields the product CCCCc1nc(C)n(-c2cccc(OCCOC)c2)c(=O)c1Cc1ccc(-c2ccccc2C#N)cc1. Reaction SMILES: [Br:35][CH2:36][CH2:37][O:38][CH3:39].[C:40](=[O:41])([O-:42])[O-:43].[CH2:1]([CH2:2][CH2:3][CH3:4])[c:5]1[n:6][c:7]([CH3:34])[n:8](-[c:27]2[cH:28][c:29]([OH:33])[cH:30][cH:31][cH:32]2)[c:9](=[O:26])[c:10]1[CH2:11][c:12]1[cH:13][cH:14][c:15](-[c:18]2[c:19]([C:24]#[N:25])[cH:20][cH:21][cH:22][cH:23]2)[cH:16][cH:17]1.[CH3:46][CH2:47][O:48][C:49](=[O:50])[CH3:51].[CH3:52][N:53]([CH3:54])[CH:55]=[O:56].[Cs+:44].[Cs+:45].[OH2:57]>>[CH2:1]([CH2:2][CH2:3][CH3:4])[c:5]1[n:6][c:7]([CH3:34])[n:8](-[c:27]2[cH:28][c:29]([O:33][CH2:36][CH2:37][O:38][CH3:39])[cH:30][cH:31][cH:32]2)[c:9](=[O:26])[c:10]1[CH2:11][c:12]1[cH:13][cH:14][c:15](-[c:18]2[c:19]([C:24]#[N:25])[cH:20][cH:21][cH:22][cH:23]2)[cH:16][cH:17]1. Starting materials: [C+4], CO, CC(C)(C)COC(=O)N1CCN(c2cc(Cl)ncn2)CC1, [H][H], N, [OH-], [OH-], [OH-], [OH-], [OH-], [OH-], [Pd+2]. Yields the product CC(C)(C)COC(=O)N1CCN(c2ccncn2)CC1. As a reaction SMILES: [C+4:27].[CH3:25][OH:26].[Cl:1][c:2]1[cH:3][c:4]([N:8]2[CH2:9][CH2:10][N:11]([C:14](=[O:15])[O:16][CH2:17][C:18]([CH3:19])([CH3:20])[CH3:21])[CH2:12][CH2:13]2)[n:5][cH:6][n:7]1.[H:23][H:24].[NH3:22].[OH-:28].[OH-:30].[OH-:31].[OH-:32].[OH-:33].[OH-:34].[Pd+2:29]>>[cH:2]1[cH:3][c:4]([N:8]2[CH2:9][CH2:10][N:11]([C:14](=[O:15])[O:16][CH2:17][C:18]([CH3:19])([CH3:20])[CH3:21])[CH2:12][CH2:13]2)[n:5][cH:6][n:7]1. The reactants are O=C([O-])[O-], CCOC(=O)c1nc(Br)c2sc(-c3ccccc3)nc2c1O, [Cs+], [Cs+], OB(O)c1ccc(N2CCOCC2)cc1, C1COCCO1, [Pd], c1ccc(P(c2ccccc2)c2ccccc2)cc1, c1ccc(P(c2ccccc2)c2ccccc2)cc1, c1ccc(P(c2ccccc2)c2ccccc2)cc1, c1ccc(P(c2ccccc2)c2ccccc2)cc1. Yields the product CCOC(=O)c1nc(-c2ccc(N3CCOCC3)cc2)c2sc(-c3ccccc3)nc2c1O. As a reaction SMILES: [C:38](=[O:39])([O-:40])[O-:41].[CH2:1]([CH3:2])[O:3][C:4](=[O:5])[c:6]1[c:7]([OH:22])[c:8]2[c:9]([c:10]([Br:12])[n:11]1)[s:13][c:14](-[c:16]1[cH:17][cH:18][cH:19][cH:20][cH:21]1)[n:15]2.[Cs+:42].[Cs+:43].[O:23]1[CH2:24][CH2:25][N:26]([c:29]2[cH:30][cH:31][c:32]([B:35]([OH:36])[OH:37])[cH:33][cH:34]2)[CH2:27][CH2:28]1.[O:44]1[CH2:45][CH2:46][O:47][CH2:48][CH2:49]1.[Pd:50].[c:108]1([P:109]([c:110]2[cH:111][cH:112][cH:113][cH:114][cH:115]2)[c:116]2[cH:117][cH:118][cH:119][cH:120][cH:121]2)[cH:122][cH:123][cH:124][cH:125][cH:126]1.[c:51]1([P:52]([c:53]2[cH:54][cH:55][cH:56][cH:57][cH:58]2)[c:59]2[cH:60][cH:61][cH:62][cH:63][cH:64]2)[cH:65][cH:66][cH:67][cH:68][cH:69]1.[c:70]1([P:71]([c:72]2[cH:73][cH:74][cH:75][cH:76][cH:77]2)[c:78]2[cH:79][cH:80][cH:81][cH:82][cH:83]2)[cH:84][cH:85][cH:86][cH:87][cH:88]1.[c:89]1([P:90]([c:91]2[cH:92][cH:93][cH:94][cH:95][cH:96]2)[c:97]2[cH:98][cH:99][cH:100][cH:101][cH:102]2)[cH:103][cH:104][cH:105][cH:106][cH:107]1>>[CH2:1]([CH3:2])[O:3][C:4](=[O:5])[c:6]1[c:7]([OH:22])[c:8]2[c:9]([c:10](-[c:32]3[cH:31][cH:30][c:29]([N:26]4[CH2:25][CH2:24][O:23][CH2:28][CH2:27]4)[cH:34][cH:33]3)[n:11]1)[s:13][c:14](-[c:16]1[cH:17][cH:18][cH:19][cH:20][cH:21]1)[n:15]2. Reaction SMILES: [CH2:1]([N:4]1[CH:8]=[C:7]([Br:9])[C:6]([C:10]#[N:11])=[N:5]1)[CH:2]=[CH2:3].C([N-]C(C)C)(C)C.[Li+].[F:20][C:21]([F:41])([F:40])[C:22]([C:24]1[CH:25]=[C:26]2[C:30](=[CH:31][CH:32]=1)[N:29]([C:33]1[CH:38]=[CH:37][C:36]([F:39])=[CH:35][CH:34]=1)[N:28]=[CH:27]2)=[O:23]>C1COCC1>[CH2:1]([N:4]1[C:8]([C:22]([C:24]2[CH:25]=[C:26]3[C:30](=[CH:31][CH:32]=2)[N:29]([C:33]2[CH:38]=[CH:37][C:36]([F:39])=[CH:35][CH:34]=2)[N:28]=[CH:27]3)([OH:23])[C:21]([F:40])([F:20])[F:41])=[C:7]([Br:9])[C:6]([C:10]#[N:11])=[N:5]1)[CH:2]=[CH2:3] |f:1.2|. Isolated yield 81.9%. The product is C(C=C)N1N=C(C(=C1C(C(F)(F)F)(O)C=1C=C2C=NN(C2=CC1)C1=CC=C(C=C1)F)Br)C#N (1-Allyl-4-bromo-5-{2,2,2-trifluoro-1-[1-(4-fluorophenyl)-1H-indazol-5-yl]-1-hydroxyethyl}-1H-pyrazole-3-carbonitrile). The reactants are C(C)(C)[N-]C(C)C.[Li+] (lithium diisopropylamide), C(C=C)N1N=C(C(=C1)Br)C#N (1-allyl-4-bromo-1H-pyrazole-3-carbonitrile), FC(C(=O)C=1C=C2C=NN(C2=CC1)C1=CC=C(C=C1)F)(F)F (2,2,2-trifluoro-1-[1-(4-fluorophenyl)-1H-indazol-5-yl]ethanone). Procedure: To a chilled (−78° C.) solution of 1-allyl-4-bromo-1H-pyrazole-3-carbonitrile (116 mg, 0.550 mmol) in dry THF (2 mL) was added lithium diisopropylamide (367 μL, 1.5 M solution in hexanes, 0.55 mmol). After 5 minutes, a chilled (−78° C.) solution of 2,2,2-trifluoro-1-[1-(4-fluorophenyl)-1H-indazol-5-yl]ethanone (154 mg, 0.500 mmol) in 2 mL of THF was added. After 15 minutes, the mixture was warmed to room temperature, quenched with 10 mL of saturated aqueous sodium bicarbonate and extracted with ... Conditions: time 5 minute. The solvent is C1CCOC1 (THF), C1CCOC1 (THF).